This data is from the Open Reaction Database (ORD), a public repository of structured organic reaction records. The task is: describe an organic reaction: reactants, conditions, products, and yield Starting materials: N[C@H](CC(C)C)C(=O)O (D-Leu), N[C@H]([C@H](C)CC)C(=O)O (D-Ile), N[C@@H](CC(C)C)C(=O)O (Leu), N[C@H](CCSC)C(=O)O (D-Met), N[C@@H](C(C)C)C(=O)O (Val), N[C@H](C(C)C)C(=O)O (D-Val), N[C@@H](CCSC)C(=O)O (Met). Product: N[C@@H]([C@@H](C)CC)C(=O)O (Isoleucine). Reaction SMILES: [NH2:1][C@@H:2]([C:7]([OH:9])=[O:8])[C@@H:3]([CH2:5][CH3:6])[CH3:4].N[C@H](C(O)=O)C(C)C.N[C@@H](C(O)=O)C(C)C.N[C@H](C(O)=O)CC(C)C.N[C@@H](C(O)=O)CC(C)C.N[C@H](C(O)=O)CCSC.N[C@@H](C(O)=O)CCSC>>[NH2:1][C@H:2]([C:7]([OH:9])=[O:8])[C@H:3]([CH2:5][CH3:6])[CH3:4]. Reported procedure: replace with: D-Ile, Val, D-Val, Leu, D-Leu, Met, D-Met; Starting materials: CS(C)=O, C[S+](C)(C)=O, CC=C(C(=O)OCC)C(=O)OCC, Cl, [H-], [I-], [Na+]. Product: CCOC(=O)C1(C(=O)OCC)CC1C. RXN SMILES: [CH3:23][S:24](=[O:25])[CH3:26].[CH3:2][S+:3]([CH3:4])([CH3:5])=[O:6].[CH:9]([CH3:10])=[C:11]([C:12](=[O:13])[O:14][CH2:15][CH3:16])[C:17](=[O:18])[O:19][CH2:20][CH3:21].[ClH:22].[H-:7].[I-:1].[Na+:8]>>[CH2:2]1[CH:9]([CH3:10])[C:11]1([C:12](=[O:13])[O:14][CH2:15][CH3:16])[C:17](=[O:18])[O:19][CH2:20][CH3:21]. Reactants: FC1=C(C=CC=C1)C=1N=NN(C1COC1=NC=C(C(=O)O)C=C1)C (6-((4-(2-fluorophenyl)-1-methyl-1H-1,2,3-triazol-5-yl)methoxy)nicotinic acid), C(C)(C)N (isopropylamine). The product is FC1=C(C=CC=C1)C=1N=NN(C1COC1=NC=C(C(=O)NC(C)C)C=C1)C (6-((4-(2-Fluorophenyl)-1-methyl-1H-1,2,3-triazol-5-yl)methoxy)-N-isopropylnicotinamide). Yield: 85.0%. RXN SMILES: [F:1][C:2]1[CH:7]=[CH:6][CH:5]=[CH:4][C:3]=1[C:8]1[N:9]=[N:10][N:11]([CH3:24])[C:12]=1[CH2:13][O:14][C:15]1[CH:23]=[CH:22][C:18]([C:19]([OH:21])=O)=[CH:17][N:16]=1.[CH:25]([NH2:28])([CH3:27])[CH3:26]>>[F:1][C:2]1[CH:7]=[CH:6][CH:5]=[CH:4][C:3]=1[C:8]1[N:9]=[N:10][N:11]([CH3:24])[C:12]=1[CH2:13][O:14][C:15]1[CH:23]=[CH:22][C:18]([C:19]([NH:28][CH:25]([CH3:27])[CH3:26])=[O:21])=[CH:17][N:16]=1. Procedure: As described for example 19b, 6-((4-(2-fluorophenyl)-1-methyl-1H-1,2,3-triazol-5-yl)methoxy)nicotinic acid (98 mg, 0.3 mmol) was converted, using isopropylamine instead of 4-aminotetrahydropyran, to the title compound (94 mg, 85%) which was obtained as a white solid. MS: m/e=370.1 [M+H]+. Reactants: ClC1=C(C=C(C#N)C=C1OC1CCN(CC1)C1COC1)[N+](=O)[O-] (4-chloro-3-nitro-5-((1-(oxetan-3-yl)piperidin-4-yl)oxy)benzonitrile). Reagents/catalysts: [Pd] (Pd/C). The solvent is CO (methanol). Conditions: time 1.5 hour. Product: NC=1C=C(C#N)C=C(C1Cl)OC1CCN(CC1)C1COC1 (3-amino-4-chloro-5-((1-(oxetan-3-yl)piperidin-4-yl)oxy)benzonitrile). Isolated yield 12.8%. RXN SMILES: [Cl:1][C:2]1[C:9]([O:10][CH:11]2[CH2:16][CH2:15][N:14]([CH:17]3[CH2:20][O:19][CH2:18]3)[CH2:13][CH2:12]2)=[CH:8][C:5]([C:6]#[N:7])=[CH:4][C:3]=1[N+:21]([O-])=O>CO.[Pd]>[NH2:21][C:3]1[CH:4]=[C:5]([CH:8]=[C:9]([O:10][CH:11]2[CH2:16][CH2:15][N:14]([CH:17]3[CH2:18][O:19][CH2:20]3)[CH2:13][CH2:12]2)[C:2]=1[Cl:1])[C:6]#[N:7]. Procedure details: A mixture of 4-chloro-3-nitro-5-((1-(oxetan-3-yl)piperidin-4-yl)oxy)benzonitrile (430 mg, 1.272 mmol) and Pd/C (271 mg, 0.127 mmol) in methanol (20 mL) was hydrogenated at 20 PSI for 1.5 h. The reaction mixture was filtered through a pad of celite and the filtrate was concentrated in vacuo. The crude product was purified by flash chromatography on silica gel using an automated ISCO system (40 g gold column, eluting with 1-5% 2 N ammonia in methanol/dichloromethane). 3-amino-4-chloro-5-((1-(oxeta... Starting materials: C[N+](C)(C)[O-], B1C2CCCC1CCC2, C=CCn1nnnc1-c1c(Cl)c(Cl)cc2nc(OC)c(OC)nc12, C1CCOC1. Yields the product COc1nc2cc(Cl)c(Cl)c(-c3nnnn3CCCO)c2nc1OC. As a reaction SMILES: [CH3:34][N+:35]([CH3:36])([CH3:37])[O-:38].[CH:1]12[CH2:2][CH2:3][CH2:4][CH:5]([BH:6]1)[CH2:7][CH2:8][CH2:9]2.[Cl:10][c:11]1[c:12](-[c:26]2[n:27][n:28][n:29][n:30]2[CH2:31][CH:32]=[CH2:33])[c:13]2[n:14][c:15]([O:24][CH3:25])[c:16]([O:22][CH3:23])[n:17][c:18]2[cH:19][c:20]1[Cl:21].[O:39]1[CH2:40][CH2:41][CH2:42][CH2:43]1>>[Cl:10][c:11]1[c:12](-[c:26]2[n:27][n:28][n:29][n:30]2[CH2:31][CH2:32][CH2:33][OH:38])[c:13]2[n:14][c:15]([O:24][CH3:25])[c:16]([O:22][CH3:23])[n:17][c:18]2[cH:19][c:20]1[Cl:21]. Reactants: Cl (hydrochloric acid), NC1=CC=C(C=C1)C(C(=O)OCC1=CC=CC=C1)C(C)C (2-(4-aminophenyl)-3-methylbutanoic acid, benzyl ester), N(=O)[O-].[Na+] (sodium nitrite), [N-]=[N+]=[N-].[Na+] (sodium azide), ice. Solvent: C(C)(=O)O (acetic acid), O (water), O (water), O (water), O (water). Reaction conditions: time 45 minute. Product: N(=[N+]=[N-])C1=CC=C(C=C1)C(C(=O)OCC1=CC=CC=C1)C(C)C (2-(4-Azidophenyl)-3-methylbutanoic acid, benzyl ester). RXN SMILES: Cl.[NH2:2][C:3]1[CH:8]=[CH:7][C:6]([CH:9]([CH:20]([CH3:22])[CH3:21])[C:10]([O:12][CH2:13][C:14]2[CH:19]=[CH:18][CH:17]=[CH:16][CH:15]=2)=[O:11])=[CH:5][CH:4]=1.N([O-])=O.[Na+].[N-:27]=[N+:28]=[N-].[Na+]>C(O)(=O)C.O>[N:2]([C:3]1[CH:4]=[CH:5][C:6]([CH:9]([CH:20]([CH3:22])[CH3:21])[C:10]([O:12][CH2:13][C:14]2[CH:15]=[CH:16][CH:17]=[CH:18][CH:19]=2)=[O:11])=[CH:7][CH:8]=1)=[N+:27]=[N-:28] |f:2.3,4.5|. Procedure: To a stirred solution of 20 ml of water and 11 ml of concentrated hydrochloric acid at <10° was added a solution of 14.17 g of 2-(4-aminophenyl)-3-methylbutanoic acid, benzyl ester in 50 ml of acetic acid. At 0° to 5° was added a solution of 3.62 g of sodium nitrite in 12.5 ml of water. The mixture was stirred at 0° to 5° for an additional 45 minutes, then poured into a stirred solution of 3.25 g of sodium azide in 12.5 ml of water in an ice-cooled beaker. Gas evolved immediately along with form... The reactants are NS(=O)(=O)C1=C(C(=O)OC)C=CC(=C1)NN=CC(F)(F)F (methyl 2-(aminosulfonyl)-4-[(2,2,2-trifluoroethlidene)hydrazino]-benzoate), COC1=NC(=NC(=N1)OC)NC(OC1=CC=CC=C1)=O (phenyl (4,6-dimethoxy-1,3,5-triazin-2-yl)carbamate), Cl (hydrochloric acid), ice water, resultant mixture, N12CCCCCC2=NCCC1 (1,8-diazabicyclo[5.4.0]undec-7-ene). The solvent is CN(C(C)=O)C (N,N-dimethylacetamide). Conditions: time 5 minute. Yields the product COC1=NC(=NC(=N1)OC)NC(=O)NS(=O)(=O)C1=C(C(=O)OC)C=CC(=C1)NN=CC(F)(F)F (methyl 2-[(4,6-dimethoxy-1,3,5-triazin-2-yl)aminocarbonylaminosulfonyl]-4-[(2,2,2-trifluoroethylidene)hydrazino]benzoate). As a reaction SMILES: [NH2:1][S:2]([C:5]1[CH:14]=[C:13]([NH:15][N:16]=[CH:17][C:18]([F:21])([F:20])[F:19])[CH:12]=[CH:11][C:6]=1[C:7]([O:9][CH3:10])=[O:8])(=[O:4])=[O:3].[CH3:22][O:23][C:24]1[N:29]=[C:28]([O:30][CH3:31])[N:27]=[C:26]([NH:32][C:33](=O)[O:34]C2C=CC=CC=2)[N:25]=1.N12CCCN=C1CCCCC2.Cl>CN(C)C(=O)C>[CH3:31][O:30][C:28]1[N:29]=[C:24]([O:23][CH3:22])[N:25]=[C:26]([NH:32][C:33]([NH:1][S:2]([C:5]2[CH:14]=[C:13]([NH:15][N:16]=[CH:17][C:18]([F:19])([F:20])[F:21])[CH:12]=[CH:11][C:6]=2[C:7]([O:9][CH3:10])=[O:8])(=[O:3])=[O:4])=[O:34])[N:27]=1. Procedure details: At room temperature, 166 mg (0.5 mmol) of methyl 2-(aminosulfonyl)-4-[(2,2,2-trifluoroethlidene)hydrazino]-benzoate and 138 mg (0.5 mmol) of phenyl (4,6-dimethoxy-1,3,5-triazin-2-yl)carbamate were dissolved in 1.5 ml of N,N-dimethylacetamide. Then, 86.1 mg of 1,8-diazabicyclo[5.4.0]undec-7-ene were added, followed by stirring for 5 minutes. The resultant mixture was allowed to stand for 6 hours. Thereafter, 0.2 ml of 35% hydrochloric acid was added to 30 ml of ice water, followed by the addition... The reactants are O=P12OP3(=O)OP(=O)(O1)OP(=O)(O2)O3 (phosphorous pentoxide), COC(C(=O)NCC(=O)OC)=O (methyl[(2-methoxy-2-oxoethyl)amino](oxo)acetate). Run in C(C)#N (acetonitrile). Conditions: temperature 65 celsius, time 8 hour. Yields the product COC1=CN=C(O1)C(=O)OC (Methyl 5-methoxy-1,3-oxazole-2-carboxylate). As a reaction SMILES: O=P12OP3(OP(OP(O3)(O1)=O)(=O)O2)=O.[CH3:15][O:16][C:17](=[O:26])[C:18]([NH:20][CH2:21][C:22]([O:24][CH3:25])=O)=[O:19]>C(#N)C>[CH3:25][O:24][C:22]1[O:19][C:18]([C:17]([O:16][CH3:15])=[O:26])=[N:20][CH:21]=1. Procedure: To a warm (35-40° C.) suspension of phosphorous pentoxide (77.7 g, 109 mmol) in anhydrous acetonitrile (200 mL) was added methyl[(2-methoxy-2-oxoethyl)amino](oxo)acetate (19.19 g, 109.6 mmol). The reaction mixture was heated to 65° C., then stirred overnight at room temperature. The product mixture was cooled to 0° C. and carefully quenched with ice and brine keeping the reaction from generating an unsuitable exotherm. The resultant mixture was extracted with ethyl acetate (600 mL). The organic ... The reactants are ClC1=CC2=C(C=N1)C=NN2COCC[Si](C)(C)C (6-chloro-1-((2-(trimethylsilyl)ethoxy)methyl)-1H-pyrazolo[4,3-c]pyridine), CC1(OB(OC1(C)C)C=1C=NNC1)C (4-(4,4,5,5-tetramethyl-1,3,2-dioxaborolan-2-yl)-1H-pyrazole). Reagents/catalysts: C1=CC=C(C=C1)P([C-]2C=CC=C2)C3=CC=CC=C3.C1=CC=C(C=C1)P([C-]2C=CC=C2)C3=CC=CC=C3.Cl[Pd]Cl.[Fe+2] (Pd(dppf)Cl2). Run in C(=O)([O-])[O-].[Na+].[Na+] (Na2CO3), O1CCOCC1 (1,4-dioxane). Run at temperature 110 celsius. The product is N1N=CC(=C1)C1=CC2=C(C=N1)C=NN2COCC[Si](C)(C)C (6-(1H-pyrazol-4-yl)-1-((2-(trimethylsilyl)ethoxy)methyl)-1H-pyrazolo[4,3-c]pyridine). Isolated yield 46.2%. RXN SMILES: Cl[C:2]1[N:7]=[CH:6][C:5]2[CH:8]=[N:9][N:10]([CH2:11][O:12][CH2:13][CH2:14][Si:15]([CH3:18])([CH3:17])[CH3:16])[C:4]=2[CH:3]=1.CC1(C)C(C)(C)OB([C:27]2[CH:28]=[N:29][NH:30][CH:31]=2)O1>C([O-])([O-])=O.[Na+].[Na+].O1CCOCC1.C1C=CC(P(C2C=CC=CC=2)[C-]2C=CC=C2)=CC=1.C1C=CC(P(C2C=CC=CC=2)[C-]2C=CC=C2)=CC=1.Cl[Pd]Cl.[Fe+2]>[NH:29]1[CH:28]=[C:27]([C:2]2[N:7]=[CH:6][C:5]3[CH:8]=[N:9][N:10]([CH2:11][O:12][CH2:13][CH2:14][Si:15]([CH3:18])([CH3:17])[CH3:16])[C:4]=3[CH:3]=2)[CH:31]=[N:30]1 |f:2.3.4,6.7.8.9|. Procedure details: A suspension of 6-chloro-1-((2-(trimethylsilyl)ethoxy)methyl)-1H-pyrazolo[4,3-c]pyridine (1.30 g, 4.6 mmol), 4-(4,4,5,5-tetramethyl-1,3,2-dioxaborolan-2-yl)-1H-pyrazole (1.16 g, 6 mmol), and Pd(dppf)Cl2 (437 mg, 0.6 mmol) in aq. Na2CO3 (2.0 M, 12 mL) and 1,4-dioxane (20 mL) was heated at 110° C. for 20 hours. The reaction mixture was concentrated under reduced pressure. The residue was purified by silica gel chromatography using ethyl acetate/heptanes 50% to 100% as eluting solvents to afford 6-... The reactants are ClC1=NC(=NC(=C1)N1CCN(CC1)C)C1=CC=CC=C1 (4-chloro-6-(4-methyl-1-piperazinyl)-2-phenylpyrimidine), BrC1=CC=C(C=C1)S (p-bromothiophenol). Run at temperature 160 celsius. Product: BrC1=CC=C(C=C1)SC1=NC(=NC(=C1)N1CCN(CC1)C)C1=CC=CC=C1 (4-(4-bromophenylthio)-6-(4-methyl-1-piperazinyl)-2-phenylpyrimidine). As a reaction SMILES: Cl[C:2]1[CH:7]=[C:6]([N:8]2[CH2:13][CH2:12][N:11]([CH3:14])[CH2:10][CH2:9]2)[N:5]=[C:4]([C:15]2[CH:20]=[CH:19][CH:18]=[CH:17][CH:16]=2)[N:3]=1.[Br:21][C:22]1[CH:27]=[CH:26][C:25]([SH:28])=[CH:24][CH:23]=1>>[Br:21][C:22]1[CH:27]=[CH:26][C:25]([S:28][C:2]2[CH:7]=[C:6]([N:8]3[CH2:13][CH2:12][N:11]([CH3:14])[CH2:10][CH2:9]3)[N:5]=[C:4]([C:15]3[CH:20]=[CH:19][CH:18]=[CH:17][CH:16]=3)[N:3]=2)=[CH:24][CH:23]=1. Procedure details: A well blended mixture of 2.0 g. 4-chloro-6-(4-methyl-1-piperazinyl)-2-phenylpyrimidine and 5.0 g. of p-bromothiophenol is heated in an oil bath maintaining the temperature at 160°C. for three hours. After being cooled to room temperature, the reaction mixture is triturated with 60 ml. of 30°/o sodium hydroxide. The product is collected on a sintered glass funnel and washed with water repeatedly. Upon recrystallization from absolute ethanol, there is obtained 4-(4-bromophenylthio)-6-(4-methyl-1-...